This data is from the Open Reaction Database (ORD), a public repository of structured organic reaction records. The task is: describe an organic reaction: reactants, conditions, products, and yield Reactants: BrC=1N(C=C(N1)C(=O)OCC1=CC=CC=C1)COCC[Si](C)(C)C (benzyl 2-bromo-1-((2-(trimethylsilyl)ethoxy)methyl)-1H-imidazole-4-carboxylate), C(#N)C(=O)OCC (ethyl cyanoformate). Yields the product C[Si](CCOCN1C(=NC(=C1)C(=O)OCC1=CC=CC=C1)C(=O)OCC)(C)C (4-Benzyl 2-ethyl 1-((2-(trimethylsilyl)ethoxy)methyl)-1H-imidazole-2,4-dicarboxylate). RXN SMILES: Br[C:2]1[N:3]([CH2:17][O:18][CH2:19][CH2:20][Si:21]([CH3:24])([CH3:23])[CH3:22])[CH:4]=[C:5]([C:7]([O:9][CH2:10][C:11]2[CH:16]=[CH:15][CH:14]=[CH:13][CH:12]=2)=[O:8])[N:6]=1.C([C:27]([O:29][CH2:30][CH3:31])=[O:28])#N>>[CH3:22][Si:21]([CH3:24])([CH3:23])[CH2:20][CH2:19][O:18][CH2:17][N:3]1[CH:4]=[C:5]([C:7]([O:9][CH2:10][C:11]2[CH:16]=[CH:15][CH:14]=[CH:13][CH:12]=2)=[O:8])[N:6]=[C:2]1[C:27]([O:29][CH2:30][CH3:31])=[O:28]. Procedure details: The title compound was prepared using the procedure described in Example 52(d) starting from benzyl 2-bromo-1-((2-(trimethylsilyl)ethoxy)methyl)-1H-imidazole-4-carboxylate (0.609 mmol, 250 mg) and ethyl cyanoformate (0.91 mmol, 90 mg). Yield 97 mg. 1H-NMR (400 MHz; CDCl3): δ −0.08 (s, 9H), 0.91 (t, 2H), 1.42 (t, 3H), 3.57 (t, 2H), 4.43 (q, 2H), 5.38 (s, 2H), 5.78 (s, 2H), 7.30-7.39 (m, 3H), 7.43-7.46 (m, 2H), 7.90 (s, 1H). LC-MS: [M+1]=405.13. Reactants: C(C1=CC=CC=C1)OCC1(COC1)CN1N=CC(=C1)B1OC(C(O1)(C)C)(C)C (1-({3-[(Benzyloxy)methyl]oxetan-3-yl}methyl)-4-(4,4,5,5-tetramethyl-1,3,2-dioxaborolan-2-yl)-1H-pyrazole), C(C1=CC=CC=C1)OCC1(COC1)CN1N=CC(=C1)B1OC(C(O1)(C)C)(C)C (1-({3-[(Benzyloxy)methyl]oxetan-3-yl}methyl)-4-(4,4,5,5-tetramethyl-1,3,2-dioxaborolan-2-yl)-1H-pyrazole), C(C)OP(=O)(O)CC1=CC(=C(C=C1)NC1=NC=C(C(=N1)NC=1C=CC(=NC1C(NC)=O)C=1C=C(N(C1)CCCO)C(=O)OC)C(F)(F)F)OC (Methyl 4-[5-({2-[(4-{[ethoxy(hydroxy)phosphoryl]methyl}-2-methoxyphenyl)amino]-5-(trifluoromethyl)pyrimidin-4-yl}amino)-6-(methylcarbamoyl)pyridin-2-yl]-1-(3-hydroxypropyl)-1H-pyrrole-2-carboxylate). The product is CC1(OB(OC1(C)C)C=1C=NN(C1)CC1(COC1)CO)C ((3-{[4-(4,4,5,5-tetramethyl-1,3,2-dioxaborolan-2-yl)-1H-pyrazol-1-yl]methyl}oxetan-3-yl)methanol). Yield: 95.3%. As a reaction SMILES: C([O:8][CH2:9][C:10]1([CH2:14][N:15]2[CH:19]=[C:18]([B:20]3[O:24][C:23]([CH3:26])([CH3:25])[C:22]([CH3:28])([CH3:27])[O:21]3)[CH:17]=[N:16]2)[CH2:13][O:12][CH2:11]1)C1C=CC=CC=1.C(OP(CC1C=CC(NC2N=C(NC3C=CC(C4C=C(C(OC)=O)N(CCCO)C=4)=NC=3C(=O)NC)C(C(F)(F)F)=CN=2)=C(OC)C=1)(O)=O)C>>[CH3:27][C:22]1([CH3:28])[C:23]([CH3:25])([CH3:26])[O:24][B:20]([C:18]2[CH:17]=[N:16][N:15]([CH2:14][C:10]3([CH2:9][OH:8])[CH2:11][O:12][CH2:13]3)[CH:19]=2)[O:21]1. Procedure: 1-({3-[(Benzyloxy)methyl]oxetan-3-yl}methyl)-4-(4,4,5,5-tetramethyl-1,3,2-dioxaborolan-2-yl)-1H-pyrazole (Compound 44C, 1.37 mg, 3.56 mmol) was hydrogenated using the procedure from Compound 38A to afford 998 mg of the title compound (95%). 1H NMR (400 MHz, CD3OD) δ 7.86 (s, 1H), 7.67 (s, 1H), 4.65 (d, J=6.3 Hz, 2H), 4.49 (s, 2H), 4.42 (d, J=6.3 Hz, 2H), 3.57 (s, 2H), 1.32 (s, 12H). Starting materials: BrC1=C2C(=NC(=C1)C)N(N=C2)CC2=CC=CC=C2 (4-bromo-6-methyl-1-(phenylmethyl)-1H-pyrazolo[3,4-b]pyridine), C(#N)[Zn]C#N (dicyanozinc), COC=1C=CC=C(C1C=2C=CC=CC2P(C3CCCCC3)C4CCCCC4)OC (SPhos), CN(C)C=O (DMF). The reagents and catalysts are C=1C=CC(=CC1)/C=C/C(=O)/C=C/C2=CC=CC=C2.C=1C=CC(=CC1)/C=C/C(=O)/C=C/C2=CC=CC=C2.C=1C=CC(=CC1)/C=C/C(=O)/C=C/C2=CC=CC=C2.[Pd].[Pd] (tris(dibenzylideneacetone)dipalladium(0)). Solvent: O (water). Run at temperature 120 celsius. Yields the product CC=1C=C(C2=C(N1)N(N=C2)CC2=CC=CC=C2)C#N (6-Methyl-1-(phenylmethyl)-1H-pyrazolo[3,4-b]pyridine-4-carbonitrile). Reaction SMILES: Br[C:2]1[CH:7]=[C:6]([CH3:8])[N:5]=[C:4]2[N:9]([CH2:12][C:13]3[CH:18]=[CH:17][CH:16]=[CH:15][CH:14]=3)[N:10]=[CH:11][C:3]=12.[C:19]([Zn]C#N)#[N:20].COC1C=CC=C(OC)C=1C1C=CC=CC=1P(C1CCCCC1)C1CCCCC1.CN(C=O)C>C1C=CC(/C=C/C(/C=C/C2C=CC=CC=2)=O)=CC=1.C1C=CC(/C=C/C(/C=C/C2C=CC=CC=2)=O)=CC=1.C1C=CC(/C=C/C(/C=C/C2C=CC=CC=2)=O)=CC=1.[Pd].[Pd].O>[CH3:8][C:6]1[CH:7]=[C:2]([C:19]#[N:20])[C:3]2[CH:11]=[N:10][N:9]([CH2:12][C:13]3[CH:18]=[CH:17][CH:16]=[CH:15][CH:14]=3)[C:4]=2[N:5]=1 |f:4.5.6.7.8|. Procedure details: A mixture of 4-bromo-6-methyl-1-(phenylmethyl)-1H-pyrazolo[3,4-b]pyridine (3.45 g, 11.42 mmol), dicyanozinc (1.542 g, 13.13 mmol), tris(dibenzylideneacetone)dipalladium(0) (0.523 g, 0.571 mmol), SPhos (0.562 g, 1.370 mmol), DMF (49 mL), and water (0.5 mL) was degassed with nitrogen for 10 minutes. The reaction mixture was heated at 120° C. for 2 hours, and then cooled to room temperature. The contents were concentrated to 50% volume and then 50 mL of 1N NaOH and 50 mL of EtOAc were added. The so... The reactants are C([O-])([O-])=O.[K+].[K+] (potassium carbonate), C(C)OC(C1=CC(=CC(=C1)O)OC1=CC=C(C=C1)C#N)=O (3-(4-cyano-phenoxy)-5-hydroxy-benzoic acid ethyl ester), ClC=1C=C(C#N)C=CC1F (3-chloro-4-fluoro-benzonitrile). Run in CN(C)C=O (DMF), CN(C)C=O (DMF). Conditions: time 30 minute. Product: C(C)OC(C1=CC(=CC(=C1)OC1=CC=C(C=C1)C#N)OC1=C(C=C(C=C1)C#N)Cl)=O (3-(2-Chloro-4-cyano phenoxy)-5-(4-cyano phenoxy)benzoic Acid Ethyl Ester). Isolated yield 79.0%. As a reaction SMILES: [CH2:1]([O:3][C:4](=[O:21])[C:5]1[CH:10]=[C:9]([OH:11])[CH:8]=[C:7]([O:12][C:13]2[CH:18]=[CH:17][C:16]([C:19]#[N:20])=[CH:15][CH:14]=2)[CH:6]=1)[CH3:2].C(=O)([O-])[O-].[K+].[K+].[Cl:28][C:29]1[CH:30]=[C:31]([CH:34]=[CH:35][C:36]=1F)[C:32]#[N:33]>CN(C=O)C>[CH2:1]([O:3][C:4](=[O:21])[C:5]1[CH:6]=[C:7]([O:12][C:13]2[CH:18]=[CH:17][C:16]([C:19]#[N:20])=[CH:15][CH:14]=2)[CH:8]=[C:9]([O:11][C:36]2[CH:35]=[CH:34][C:31]([C:32]#[N:33])=[CH:30][C:29]=2[Cl:28])[CH:10]=1)[CH3:2] |f:1.2.3|. Procedure: To 1.2 g (4.23 mmol) of 3-(4-cyano-phenoxy)-5-hydroxy-benzoic acid ethyl ester, dissolved in 10 ml of DMF, potassium carbonate 1.17 g (8.46 mmol) was added and stirred for 30 min at RT. 1.31 g (8.46 mmol) of 3-chloro-4-fluoro-benzonitrile, dissolved in 5 ml of DMF, was added dropwise to the reaction mixture during 15 min and final contents were stirred at 80° C. overnight. The reaction mixture was concentrated, residue was dissolved in 200 ml of ethyl acetate and partitioned with water. The orga... Reactants: C1(CCC1)N1CCC(CC1)CC1CCN(CC1)C(=O)OC(C)(C)C (1,1-Dimethylethyl 4-[(1-cyclobutyl-4-piperidinyl)methyl]-1-piperidinecarboxylate). Solvent: Cl.O1CCOCC1 (HCl Dioxane). Yields the product C1(CCC1)N1CCC(CC1)CC1CCNCC1 (1-Cyclobutyl-4-(4-piperidinylmethyl)piperidine). Reaction SMILES: [CH:1]1([N:5]2[CH2:10][CH2:9][CH:8]([CH2:11][CH:12]3[CH2:17][CH2:16][N:15](C(OC(C)(C)C)=O)[CH2:14][CH2:13]3)[CH2:7][CH2:6]2)[CH2:4][CH2:3][CH2:2]1>Cl.O1CCOCC1>[CH:1]1([N:5]2[CH2:6][CH2:7][CH:8]([CH2:11][CH:12]3[CH2:17][CH2:16][NH:15][CH2:14][CH2:13]3)[CH2:9][CH2:10]2)[CH2:4][CH2:3][CH2:2]1 |f:1.2|. Procedure details: 1,1-Dimethylethyl 4-[(1-cyclobutyl-4-piperidinyl)methyl]-1-piperidinecarboxylate (may be prepared as described in Description 5) (5.7 g) was stirred in a solution of HCl-Dioxane (100 ml, 4M) for 1 h. The solvent was evaporated and the resultant yellow solid was dissolved in saturated potassium carbonate (25 ml). The solution was extracted into dichloromethane (3×50 ml) and the combined organics dried (MgSO4) and evaporated to give the title compound (D6) as a pale yellow oil which solidified on ... The reactants are C1CCNCC1, Cc1c(C=O)[nH]c2ccccc12, CCO, O=C1Cc2ccccc2N1. Yields the product Cc1c(C=C2C(=O)Nc3ccccc32)[nH]c2ccccc12. As a reaction SMILES: [CH2:23]1[CH2:24][CH2:25][NH:26][CH2:27][CH2:28]1.[CH3:11][c:12]1[c:13]([CH:21]=[O:22])[nH:14][c:15]2[cH:16][cH:17][cH:18][cH:19][c:20]12.[CH3:29][CH2:30][OH:31].[NH:1]1[C:2](=[O:10])[CH2:3][c:4]2[cH:5][cH:6][cH:7][cH:8][c:9]21>>[NH:1]1[C:2](=[O:10])[C:3](=[CH:21][c:13]2[c:12]([CH3:11])[c:20]3[c:15]([nH:14]2)[cH:16][cH:17][cH:18][cH:19]3)[c:4]2[cH:5][cH:6][cH:7][cH:8][c:9]21.